From a dataset of the Open Reaction Database (ORD), a public repository of structured organic reaction records. describe an organic reaction: reactants, conditions, products, and yield Reactants: S1C(=NC2=C1C=CC=C2)COC2=NC=C(C=N2)C(=O)NC2=C(C=CC(=C2)C(=O)NC2CC2)C (2-(1,3-benzothiazol-2-ylmethoxy)-N-{5-[(cyclopropylamino)carbonyl]-2-methylphenyl}pyrimidine-5-carboxamide), CS(=O)(=O)O (methanesulfonic acid). Product: CS(=O)(=O)O.S1C(=NC2=C1C=CC=C2)COC2=NC=C(C=N2)C(=O)NC2=C(C=CC(=C2)C(=O)NC2CC2)C (2-(1,3-benzothiazol-2-ylmethoxy)-N-{5-[(cyclopropylamino)carbonyl]-2-methylphenyl}pyrimidine-5-carboxamide methanesulfonate). As a reaction SMILES: [S:1]1[C:5]2[CH:6]=[CH:7][CH:8]=[CH:9][C:4]=2[N:3]=[C:2]1[CH2:10][O:11][C:12]1[N:17]=[CH:16][C:15]([C:18]([NH:20][C:21]2[CH:26]=[C:25]([C:27]([NH:29][CH:30]3[CH2:32][CH2:31]3)=[O:28])[CH:24]=[CH:23][C:22]=2[CH3:33])=[O:19])=[CH:14][N:13]=1.[CH3:34][S:35]([OH:38])(=[O:37])=[O:36]>>[CH3:34][S:35]([OH:38])(=[O:37])=[O:36].[S:1]1[C:5]2[CH:6]=[CH:7][CH:8]=[CH:9][C:4]=2[N:3]=[C:2]1[CH2:10][O:11][C:12]1[N:13]=[CH:14][C:15]([C:18]([NH:20][C:21]2[CH:26]=[C:25]([C:27]([NH:29][CH:30]3[CH2:32][CH2:31]3)=[O:28])[CH:24]=[CH:23][C:22]=2[CH3:33])=[O:19])=[CH:16][N:17]=1 |f:2.3|. Procedure: Using an analogous procedure to that described in Example 36, 2-(1,3-benzothiazol-2-ylmethoxy)-N-{5-[(cyclopropylamino)carbonyl]-2-methylphenyl}pyrimidine-5-carboxamide was reacted with methanesulfonic acid to give the title compound; NMR Spectrum: (DMSOd6) 0.57 (m, 2H), 0.69 (m, 2H), 2.28 (s, 3H), 2.52 (s, 3H), 2.85 (m, 1H), 5.91 (s, 2H), 7.34, (d, 1H) 7.49 (m, 1H), 7.55 (m, 1H), 7.66 (m, 1H), 7.76 (s, 1H), 7.99 (d, 1H), 8.10 (d, 1H), 8.38 (s, 1H), 9.11 (s, 2H), 9.17, (s, 1H), 10.17 (s, 1H), 10... Starting materials: COc1ccc(CCNc2ncc(C(C)C)cn2)cc1Br, C1CCOC1, FC(F)(F)Oc1ccc(CBr)cc1. The product is COc1ccc(CCN(Cc2ccc(OC(F)(F)F)cc2)c2ncc(C(C)C)cn2)cc1Br. RXN SMILES: [Br:1][c:2]1[cH:3][c:4]([CH2:10][CH2:11][NH:12][c:13]2[n:14][cH:15][c:16]([CH:19]([CH3:20])[CH3:21])[cH:17][n:18]2)[cH:5][cH:6][c:7]1[O:8][CH3:9].[CH2:35]1[O:36][CH2:37][CH2:38][CH2:39]1.[F:22][C:23]([O:24][c:25]1[cH:26][cH:27][c:28]([CH2:29][Br:30])[cH:31][cH:32]1)([F:33])[F:34]>>[Br:1][c:2]1[cH:3][c:4]([CH2:10][CH2:11][N:12]([c:13]2[n:14][cH:15][c:16]([CH:19]([CH3:20])[CH3:21])[cH:17][n:18]2)[CH2:29][c:28]2[cH:27][cH:26][c:25]([O:24][C:23]([F:22])([F:33])[F:34])[cH:32][cH:31]2)[cH:5][cH:6][c:7]1[O:8][CH3:9]. Starting materials: COc1ccc(C(=O)CBr)c(OC)c1, CCc1cc2c(=O)[nH]c(=O)n(Cc3ccc(-c4ccccc4C#N)cc3)c2s1, CN(C)C=O, CCOC(C)=O, [H-], [Na+]. Yields the product CCc1cc2c(=O)n(CC(=O)c3ccc(OC)cc3OC)c(=O)n(Cc3ccc(-c4ccccc4C#N)cc3)c2s1. Reaction SMILES: [Br:29][CH2:30][C:31](=[O:32])[c:33]1[c:34]([O:41][CH3:42])[cH:35][c:36]([O:39][CH3:40])[cH:37][cH:38]1.[CH2:1]([CH3:2])[c:3]1[cH:4][c:5]2[c:6]([n:7]([CH2:13][c:14]3[cH:15][cH:16][c:17](-[c:20]4[c:21]([C:26]#[N:27])[cH:22][cH:23][cH:24][cH:25]4)[cH:18][cH:19]3)[c:8](=[O:12])[nH:9][c:10]2=[O:11])[s:28]1.[CH3:43][N:44]([CH3:45])[CH:46]=[O:47].[CH3:50][CH2:51][O:52][C:53](=[O:54])[CH3:55].[H-:48].[Na+:49]>>[CH2:1]([CH3:2])[c:3]1[cH:4][c:5]2[c:6]([n:7]([CH2:13][c:14]3[cH:15][cH:16][c:17](-[c:20]4[c:21]([C:26]#[N:27])[cH:22][cH:23][cH:24][cH:25]4)[cH:18][cH:19]3)[c:8](=[O:12])[n:9]([CH2:30][C:31](=[O:32])[c:33]3[c:34]([O:41][CH3:42])[cH:35][c:36]([O:39][CH3:40])[cH:37][cH:38]3)[c:10]2=[O:11])[s:28]1. As a reaction SMILES: Cl[C:2]1[C:11]2[C:6](=[N:7][C:8]([C:12]3[C:20]([C:21]([F:24])([F:23])[F:22])=[CH:19][C:15]([C:16]([NH2:18])=[O:17])=[CH:14][N:13]=3)=[CH:9][N:10]=2)[N:5]=[CH:4][CH:3]=1.[NH2:25][C:26]1[CH:31]=[N:30][C:29]([C:32]([F:35])([F:34])[F:33])=[CH:28][N:27]=1>>[F:22][C:21]([F:24])([F:23])[C:20]1[C:12]([C:8]2[N:7]=[C:6]3[N:5]=[CH:4][CH:3]=[C:2]([NH:25][C:26]4[CH:31]=[N:30][C:29]([C:32]([F:35])([F:33])[F:34])=[CH:28][N:27]=4)[C:11]3=[N:10][CH:9]=2)=[N:13][CH:14]=[C:15]([CH:19]=1)[C:16]([NH2:18])=[O:17]. Reported procedure: Heat a mixture of 6-(8-chloropyrido[2,3-b]pyrazin-3-yl)-5-(trifluoromethyl)nicotinamide (70.6 mg, 0.2 mmol) and 2-amino-5-trifluoromethyl-pyrazine (98.4 mg, 0.6 mmol) in a screw cap vial at 140° C. for 20 hours under N2 atmosphere. Purify the reaction mixture by column chromatography using EtOAc to 1% MeOH/EtOAc as eluent to afford the title compound as a pale yellow solid. 1H NMR (400 MHz, CDCl3) δ 11.182 (s, 1H), 9.456 (s, 1H), 9.44(s, 1H), 9.074 (d, 1H, J=1.3 Hz), 9.052 (s, 1H), 8.87(d, 1H, J... The product is FC(C=1C(=NC=C(C(=O)N)C1)C1=CN=C2C(=N1)N=CC=C2NC2=NC=C(N=C2)C(F)(F)F)(F)F (5-(Trifluoromethyl)-6-(8-(5-(trifluoromethyl)pyrazin-2-ylamino)pyrido[2,3-b]pyrazin-3-yl)nicotinamide). Reactants: ClC1=CC=NC2=NC(=CN=C21)C2=NC=C(C(=O)N)C=C2C(F)(F)F (6-(8-chloropyrido[2,3-b]pyrazin-3-yl)-5-(trifluoromethyl)nicotinamide), NC1=NC=C(N=C1)C(F)(F)F (2-amino-5-trifluoromethyl-pyrazine). Starting materials: CC(C)(C)OC(=O)N1CCN(c2ccc(-c3nc4ccc(N)cc4s3)cn2)CC1, CS(=O)(=O)Cl, ClCCl, c1ccncc1. Product: CC(C)(C)OC(=O)N1CCN(c2ccc(-c3nc4ccc(NS(C)(=O)=O)cc4s3)cn2)CC1. Reaction SMILES: [C:1]([CH3:2])([CH3:3])([CH3:4])[O:5][C:6](=[O:7])[N:8]1[CH2:9][CH2:10][N:11]([c:14]2[n:15][cH:16][c:17](-[c:20]3[s:21][c:22]4[c:23]([n:24]3)[cH:25][cH:26][c:27]([NH2:29])[cH:28]4)[cH:18][cH:19]2)[CH2:12][CH2:13]1.[CH3:30][S:31]([Cl:32])(=[O:33])=[O:34].[Cl:41][CH2:42][Cl:43].[cH:35]1[cH:36][cH:37][n:38][cH:39][cH:40]1>>[C:1]([CH3:2])([CH3:3])([CH3:4])[O:5][C:6](=[O:7])[N:8]1[CH2:9][CH2:10][N:11]([c:14]2[n:15][cH:16][c:17](-[c:20]3[s:21][c:22]4[c:23]([n:24]3)[cH:25][cH:26][c:27]([NH:29][S:31]([CH3:30])(=[O:33])=[O:34])[cH:28]4)[cH:18][cH:19]2)[CH2:12][CH2:13]1.